From a dataset of the Open Reaction Database (ORD), a public repository of structured organic reaction records. describe an organic reaction: reactants, conditions, products, and yield Reactants: [H-].[H-].[H-].[H-].[Li+].[Al+3] (LiAlH4), [OH-].[Na+] (NaOH), C1(=CC=CC=C1)CN1C[C@H]([C@H](C1)C(=O)OC)C(=O)OC (Dimethyl (cis)-1-(phenylmethyl)-3,4-pyrrolidinedicarboxylate), CCOCC (ether). Run in O (water), C1CCOC1 (THF), O (water). Run at temperature 0 celsius, time 15 minute. Yields the product C1(=CC=CC=C1)CN1C[C@H]([C@H](C1)CO)CO ([(cis)-1-(phenylmethyl)-3,4-pyrrolidinediyl]dimethanol). The yield is 128.4%. Reaction SMILES: [C:1]1([CH2:7][N:8]2[CH2:12][C@H:11]([C:13](OC)=[O:14])[C@H:10]([C:17](OC)=[O:18])[CH2:9]2)[CH:6]=[CH:5][CH:4]=[CH:3][CH:2]=1.[H-].[H-].[H-].[H-].[Li+].[Al+3].CCOCC.[OH-].[Na+]>C1COCC1.O>[C:1]1([CH2:7][N:8]2[CH2:12][C@H:11]([CH2:13][OH:14])[C@H:10]([CH2:17][OH:18])[CH2:9]2)[CH:2]=[CH:3][CH:4]=[CH:5][CH:6]=1 |f:1.2.3.4.5.6,8.9|. Procedure: Dimethyl (cis)-1-(phenylmethyl)-3,4-pyrrolidinedicarboxylate (Chem. Pharm. Bull. 1985 33; 896-898) (2.44 g, 8.8 mmol) was dissolved in THF (100 mL) and cooled to 0° C. LiAlH4 (1 g, 26 mmol) was added in portions and the reaction was heated overnight at 60° C. Upon cooling to 0° C., wet ether was added followed by water (1 mL), 15 w/w NaOH (aq) (1 mL) and water (3 mL). The resulting mixture was stirred for 15 min and filtered through Celite yielding crude [(cis)-1-(phenylmethyl)-3,4-pyrrolidinedi... Starting materials: ClC(CCCCCCCCCCCC)C1=COC(=C1)[Si](C)(C)C (3-(1-chlorotridecyl)-5-trimethylsilylfuran), CS (methyl mercaptan), C[O-].[K+] (potassium methoxide). The solvent is O1CCCC1 (tetrahydrofuran). Product: CSC(CCCCCCCCCCCC)C1=COC(=C1)[Si](C)(C)C (3-(1-methylthiotridecyl)-5-trimethylsilylfuran). Reaction SMILES: Cl[CH:2]([C:15]1[CH:19]=[C:18]([Si:20]([CH3:23])([CH3:22])[CH3:21])[O:17][CH:16]=1)[CH2:3][CH2:4][CH2:5][CH2:6][CH2:7][CH2:8][CH2:9][CH2:10][CH2:11][CH2:12][CH2:13][CH3:14].[CH3:24][SH:25].C[O-].[K+]>O1CCCC1>[CH3:24][S:25][CH:2]([C:15]1[CH:19]=[C:18]([Si:20]([CH3:23])([CH3:22])[CH3:21])[O:17][CH:16]=1)[CH2:3][CH2:4][CH2:5][CH2:6][CH2:7][CH2:8][CH2:9][CH2:10][CH2:11][CH2:12][CH2:13][CH3:14] |f:2.3|. Procedure details: A mixture of 3-(1-chlorotridecyl)-5-trimethylsilylfuran, methyl mercaptan and potassium methoxide in tetrahydrofuran is stirred at room temperature to give 3-(1-methylthiotridecyl)-5-trimethylsilylfuran. Oxidizing using Rose Bengal by the procedure of Example 1 gives 4-(1-methylthiotridecyl)-5-hydroxy-2(5H)-furanone. Reactants: CC#N, CC(=O)c1ccc2c(c1)oc(=O)n2CCCCl, Fc1ccc2c(C3CCNCC3)noc2c1, O. The product is CC(=O)c1ccc2c(c1)oc(=O)n2CCCN1CCC(c2noc3cc(F)ccc23)CC1. Reaction SMILES: [CH3:34][C:35]#[N:36].[Cl:17][CH2:18][CH2:19][CH2:20][n:21]1[c:22](=[O:33])[o:23][c:24]2[c:25]1[cH:26][cH:27][c:28]([C:30]([CH3:31])=[O:32])[cH:29]2.[F:1][c:2]1[cH:3][c:4]2[c:5]([c:6]([CH:9]3[CH2:10][CH2:11][NH:12][CH2:13][CH2:14]3)[n:7][o:8]2)[cH:15][cH:16]1.[OH2:37]>>[F:1][c:2]1[cH:3][c:4]2[c:5]([c:6]([CH:9]3[CH2:10][CH2:11][N:12]([CH2:18][CH2:19][CH2:20][n:21]4[c:22](=[O:33])[o:23][c:24]5[c:25]4[cH:26][cH:27][c:28]([C:30]([CH3:31])=[O:32])[cH:29]5)[CH2:13][CH2:14]3)[n:7][o:8]2)[cH:15][cH:16]1. Reactants: CCO, O=C(CCl)N1CCC(Cc2ccc(F)cc2)CC1, Nc1ccc2c(c1)CCC(=O)N2. Yields the product O=C1CCc2cc(NCC(=O)N3CCC(Cc4ccc(F)cc4)CC3)ccc2N1. RXN SMILES: [CH2:31]([OH:32])[CH3:33].[Cl:13][CH2:14][C:15](=[O:16])[N:17]1[CH2:18][CH2:19][CH:20]([CH2:23][c:24]2[cH:25][cH:26][c:27]([F:30])[cH:28][cH:29]2)[CH2:21][CH2:22]1.[NH2:1][c:2]1[cH:3][c:4]2[c:9]([cH:10][cH:11]1)[NH:8][C:7](=[O:12])[CH2:6][CH2:5]2>>[NH:1]([c:2]1[cH:3][c:4]2[c:9]([cH:10][cH:11]1)[NH:8][C:7](=[O:12])[CH2:6][CH2:5]2)[CH2:14][C:15](=[O:16])[N:17]1[CH2:18][CH2:19][CH:20]([CH2:23][c:24]2[cH:25][cH:26][c:27]([F:30])[cH:28][cH:29]2)[CH2:21][CH2:22]1.